Dataset: the Open Reaction Database (ORD), a public repository of structured organic reaction records. Task: describe an organic reaction: reactants, conditions, products, and yield Starting materials: C(C=C)C1(C(N([C@](CS1(=O)=O)(C)C1=C(C=CC(=C1)Br)F)CC1=C(C=C(C=C1)OC)OC)=O)CC=C ((R)-2,2-diallyl-5-(5-bromo-2-fluoro-phenyl)-4-(2,4-dimethoxy-benzyl)-5-methyl-1,1-dioxo-1λ6-thiomorpholin-3-one). Solvent: ClCCl (dichloromethane). The product is BrC=1C=CC(=C(C1)[C@@]1(CS(C2(CC=CC2)C(N1CC1=C(C=C(C=C1)OC)OC)=O)(=O)=O)C)F ((R)-8-(5-bromo-2-fluoro-phenyl)-9-(2,4-dimethoxy-benzyl)-8-methyl-6,6-dioxo-6λ6-thia-9-aza-spiro[4.5]dec-2-en-10-one). Isolated yield 79.1%. As a reaction SMILES: [CH2:1]([C:4]1([CH2:33][CH:34]=C)[S:9](=[O:11])(=[O:10])[CH2:8][C@:7]([C:13]2[CH:18]=[C:17]([Br:19])[CH:16]=[CH:15][C:14]=2[F:20])([CH3:12])[N:6]([CH2:21][C:22]2[CH:27]=[CH:26][C:25]([O:28][CH3:29])=[CH:24][C:23]=2[O:30][CH3:31])[C:5]1=[O:32])[CH:2]=C>ClCCl>[Br:19][C:17]1[CH:16]=[CH:15][C:14]([F:20])=[C:13]([C@@:7]2([CH3:12])[N:6]([CH2:21][C:22]3[CH:27]=[CH:26][C:25]([O:28][CH3:29])=[CH:24][C:23]=3[O:30][CH3:31])[C:5](=[O:32])[C:4]3([CH2:33][CH:34]=[CH:2][CH2:1]3)[S:9](=[O:11])(=[O:10])[CH2:8]2)[CH:18]=1. Procedure: To a solution of (R)-2,2-diallyl-5-(5-bromo-2-fluoro-phenyl)-4-(2,4-dimethoxy-benzyl)-5-methyl-1,1-dioxo-1λ6-thiomorpholin-3-one (610 mg, 1.08 mmol, Eq: 1.00) in dichloromethane (20.3 ml) was added under argon [1,3-bis-(2,4,6-trimethylphenyl)-2-imidazolidinylidene]dichloro(phenylmethylene)(tricyclohexylphosphine)ruthenium (Grubbs II catalyst) (45.7 mg, 53.8 μmol, Eq: 0.05). The reaction mixture was stirred at reflux for 4 hours. Evaporation and chromatography on 20 g silica gel with 0% to 50% et... The reactants are N1=CC=CC=C1 (pyridine), Cl.NO (hydroxylamine hydrochloride), compound, O1CCOCC1 (dioxane). Yields the product C1CC(CCC12CCCCC2)=NO (Spiro[5.5]undecan-3-one oxime). RXN SMILES: N1[CH:6]=[CH:5][CH:4]=[CH:3][CH:2]=1.Cl.[NH2:8][OH:9].O1[CH2:15][CH2:14]OCC1>>[CH2:2]1[C:15]2([CH2:14][CH2:5][CH2:4][CH2:3][CH2:2]2)[CH2:6][CH2:5][C:4](=[N:8][OH:9])[CH2:3]1 |f:1.2|. Procedure details: 70 ml of pyridine and 3.45 g of hydroxylamine hydrochloride are added to 39 mmol of the compound obtained in the above Step in solution in dioxane. The reaction mixture is then heated at reflux overnight and subsequently concentrated to dryness to yield an oil, which crystallises and which is washed with water to yield the expected product in the form of a powder after filtration and drying. Starting materials: [Br-], C1CCOC1, CC(C)(c1cc(-c2cccc(COc3ccccc3C(=O)c3ccccc3)c2)c2ncccc2c1)S(C)(=O)=O, [Mg+]C1CC1, [Cl-], [NH4+]. Product: CC(C)(c1cc(-c2cccc(COc3ccccc3C(O)(c3ccccc3)C3CC3)c2)c2ncccc2c1)S(C)(=O)=O. Reaction SMILES: [Br-:40].[CH2:45]1[O:46][CH2:47][CH2:48][CH2:49]1.[CH3:1][S:2](=[O:3])(=[O:4])[C:5]([CH3:6])([CH3:7])[c:8]1[cH:9][c:10]2[cH:11][cH:12][cH:13][n:14][c:15]2[c:16](-[c:18]2[cH:19][c:20]([CH2:21][O:22][c:23]3[c:24]([C:29](=[O:30])[c:31]4[cH:32][cH:33][cH:34][cH:35][cH:36]4)[cH:25][cH:26][cH:27][cH:28]3)[cH:37][cH:38][cH:39]2)[cH:17]1.[CH:41]1([Mg+:44])[CH2:42][CH2:43]1.[Cl-:50].[NH4+:51]>>[CH3:1][S:2](=[O:3])(=[O:4])[C:5]([CH3:6])([CH3:7])[c:8]1[cH:9][c:10]2[cH:11][cH:12][cH:13][n:14][c:15]2[c:16](-[c:18]2[cH:19][c:20]([CH2:21][O:22][c:23]3[c:24]([C:29]([OH:30])([c:31]4[cH:32][cH:33][cH:34][cH:35][cH:36]4)[CH:41]4[CH2:42][CH2:43]4)[cH:25][cH:26][cH:27][cH:28]3)[cH:37][cH:38][cH:39]2)[cH:17]1. Starting materials: BrC1=C(C=C(C(=C1)I)Br)I (1,4-dibromo-2,5-diiodobenzene), [Br-].BrC1=C(SC=C1)[Zn+] (3-bromo-2-thienylzinc bromide). The reagents and catalysts are Cl[Pd]([P](C1=CC=CC=C1)(C2=CC=CC=C2)C3=CC=CC=C3)([P](C4=CC=CC=C4)(C5=CC=CC=C5)C6=CC=CC=C6)Cl (dichlorobis(triphenylphosphine)palladium(II)). Run in O1CCCC1 (tetrahydrofuran), O1CCCC1 (tetrahydrofuran). Run at temperature 85 celsius. The product is BrC1=C(C=C(C(=C1)C=1SC=CC1Br)Br)C=1SC=CC1Br (2,2′-(2,5-dibromobenzene-1,4-diyl)bis(3-bromothiophene)). The yield is 55.0%. Reaction SMILES: [Br:1][C:2]1[CH:7]=[C:6](I)[C:5]([Br:9])=[CH:4][C:3]=1I.[Br-:11].[Br:12][C:13]1[CH:17]=[CH:16][S:15][C:14]=1[Zn+]>Cl[Pd](Cl)([P](C1C=CC=CC=1)(C1C=CC=CC=1)C1C=CC=CC=1)[P](C1C=CC=CC=1)(C1C=CC=CC=1)C1C=CC=CC=1.O1CCCC1>[Br:1][C:2]1[CH:7]=[C:6]([C:14]2[S:15][CH:16]=[CH:17][C:13]=2[Br:12])[C:5]([Br:9])=[CH:4][C:3]=1[C:14]1[S:15][CH:16]=[CH:17][C:13]=1[Br:11] |f:1.2,^1:21,40|. Reported procedure: A oven dried 2000 cm3 flask is charged with 1,4-dibromo-2,5-diiodobenzene (61.00 g, 125.1 mmol), dichlorobis(triphenylphosphine)palladium(II) (2.195 g, 3.127 mmol) and anhydrous tetrahydrofuran (300 cm3). Once the starting materials are dissolved, a solution of 0.5 M of 3-bromo-2-thienylzinc bromide in tetrahydrofuran (500 cm3, 250.2 mmol) is transfered using a canula and the reaction heated to 85° C. for 3 hours. The reaction is cooled down overnight and the white precipitate filtered off. This... Reactants: CCCCCC(O)c1cccc(CO)c1, Cc1ccc(S(=O)(=O)Cl)cc1, c1ccncc1. The product is CCCCCC(O)c1cccc(COS(=O)(=O)c2ccc(C)cc2)c1. Reaction SMILES: [OH:1][CH:2]([CH2:3][CH2:4][CH2:5][CH2:6][CH3:7])[c:8]1[cH:9][c:10]([CH2:11][OH:12])[cH:13][cH:14][cH:15]1.[c:16]1([CH3:26])[cH:17][cH:18][c:19]([S:22](=[O:23])(=[O:24])[Cl:25])[cH:20][cH:21]1.[cH:27]1[cH:28][cH:29][n:30][cH:31][cH:32]1>>[OH:1][CH:2]([CH2:3][CH2:4][CH2:5][CH2:6][CH3:7])[c:8]1[cH:9][c:10]([CH2:11][O:12][S:22]([c:19]2[cH:18][cH:17][c:16]([CH3:26])[cH:21][cH:20]2)(=[O:23])=[O:24])[cH:13][cH:14][cH:15]1. Starting materials: C(C)#N (acetonitrile), [Si](C1=CC=CC=C1)(C1=CC=CC=C1)(C(C)(C)C)OCC=1N=CN(C1)COCC[Si](C)(C)C (4-(tert-Butyldiphenylsilyloxymethyl)-1-(2-trimethylsilylethoxy methyl)-1H-imidazole), TEA, C[Si](CCOCCl)(C)C (2-trimethylsilylethoxymethyl chloride). Run at time 12 hour. The product is [Si](C1=CC=CC=C1)(C1=CC=CC=C1)(C(C)(C)C)OCC=1N=CN(C1C)COCC[Si](C)(C)C (4-(tert-butyldiphenylsilyloxymethyl)-5-methyl-1-(2-trimethylsilylethoxymethyl)-1H-imidazole), [Si](C1=CC=CC=C1)(C1=CC=CC=C1)(C(C)(C)C)OCC1=C(N=CN1COCC[Si](C)(C)C)C (5-(tert-butyldiphenylsilyloxymethyl)-4-methyl-1-(2-trimethylsilylethoxymethyl)-1H-imidazole). Reaction SMILES: [Si:1]([O:18][CH2:19][C:20]1[N:21]=[CH:22][N:23]([CH2:25][O:26][CH2:27][CH2:28][Si:29]([CH3:32])([CH3:31])[CH3:30])[CH:24]=1)([C:14]([CH3:17])([CH3:16])[CH3:15])([C:8]1[CH:13]=[CH:12][CH:11]=[CH:10][CH:9]=1)[C:2]1[CH:7]=[CH:6][CH:5]=[CH:4][CH:3]=1.[CH3:33][Si:34]([CH3:41])([CH3:40])[CH2:35][CH2:36][O:37][CH2:38]Cl.[C:42](#N)C>>[Si:1]([O:18][CH2:19][C:20]1[N:21]=[CH:22][N:23]([CH2:25][O:26][CH2:27][CH2:28][Si:29]([CH3:32])([CH3:31])[CH3:30])[C:24]=1[CH3:33])([C:14]([CH3:16])([CH3:17])[CH3:15])([C:2]1[CH:7]=[CH:6][CH:5]=[CH:4][CH:3]=1)[C:8]1[CH:9]=[CH:10][CH:11]=[CH:12][CH:13]=1.[Si:1]([O:18][CH2:19][C:20]1[N:21]([CH2:38][O:37][CH2:36][CH2:35][Si:34]([CH3:41])([CH3:40])[CH3:33])[CH:22]=[N:23][C:24]=1[CH3:42])([C:14]([CH3:17])([CH3:15])[CH3:16])([C:8]1[CH:13]=[CH:12][CH:11]=[CH:10][CH:9]=1)[C:2]1[CH:7]=[CH:6][CH:5]=[CH:4][CH:3]=1. Reported procedure: The mixture obtained in (1) (35.4 g) was dissolved in acetonitrile (500 mL), TEA (37.8 mL) and then 2-trimethylsilylethoxymethyl chloride (21.4 mL) were added under ice cooling and stirring, and stirring was conducted at 70° C. for 12 hours. The reaction mixture was allowed to cool to room temperature, and the solvent was distilled off under reduced pressure. The residue was diluted with ethyl acetate, washed with saturated brine and dried over anhydrous sodium sulfate. The solvent was distilled... Starting materials: CCOC(=O)c1ccc(N2CCN(c3ccc(N4CC(C)OC(C)C4)cc3)CC2)cc1, CCO, Cl, [Na+], C1CCOC1, [OH-], O. Yields the product CC1CN(c2ccc(N3CCN(c4ccc(C(=O)O)cc4)CC3)cc2)CC(C)O1. RXN SMILES: [CH2:1]([CH3:2])[O:3][C:4]([c:5]1[cH:6][cH:7][c:8]([N:11]2[CH2:12][CH2:13][N:14]([c:17]3[cH:18][cH:19][c:20]([N:23]4[CH2:24][CH:25]([CH3:30])[O:26][CH:27]([CH3:29])[CH2:28]4)[cH:21][cH:22]3)[CH2:15][CH2:16]2)[cH:9][cH:10]1)=[O:31].[CH3:34][CH2:35][OH:36].[ClH:37].[Na+:33].[O:39]1[CH2:40][CH2:41][CH2:42][CH2:43]1.[OH-:32].[OH2:38]>>[O:3]=[C:4]([c:5]1[cH:6][cH:7][c:8]([N:11]2[CH2:12][CH2:13][N:14]([c:17]3[cH:18][cH:19][c:20]([N:23]4[CH2:24][CH:25]([CH3:30])[O:26][CH:27]([CH3:29])[CH2:28]4)[cH:21][cH:22]3)[CH2:15][CH2:16]2)[cH:9][cH:10]1)[OH:31]. The reactants are O=C([O-])O, CC[N+](CC)(CC)S(=O)(=O)NC(=O)OC, ClCCl, CC(Cl)Cl, CC(C)(C)OC(=O)N1CCC(n2cc(C(N)=O)[nH]c2=O)CC1, [Na+], [OH-]. Product: CC(C)(C)OC(=O)N1CCC(n2cc(C#N)[nH]c2=O)CC1. Reaction SMILES: [C:42](=[O:43])([OH:44])[O-:45].[CH3:2][O:3][C:4]([NH:5][S:6]([N+:7]([CH2:8][CH3:9])([CH2:10][CH3:11])[CH2:12][CH3:13])(=[O:14])=[O:15])=[O:16].[Cl:39][CH2:40][Cl:41].[Cl:47][CH:48]([Cl:49])[CH3:50].[NH2:17][C:18](=[O:19])[c:20]1[nH:21][c:22](=[O:38])[n:23]([CH:25]2[CH2:26][CH2:27][N:28]([C:31](=[O:32])[O:33][C:34]([CH3:35])([CH3:36])[CH3:37])[CH2:29][CH2:30]2)[cH:24]1.[Na+:46].[OH-:1]>>[N:17]#[C:18][c:20]1[nH:21][c:22](=[O:38])[n:23]([CH:25]2[CH2:26][CH2:27][N:28]([C:31](=[O:32])[O:33][C:34]([CH3:35])([CH3:36])[CH3:37])[CH2:29][CH2:30]2)[cH:24]1. Reactants: CSC1=CC=C2C=C(NC2=C1)C(=O)O (6-methylsulfanyl-1H-indole-2-carboxylic acid), Cu. Run in N1=CC=CC2=CC=CC=C12 (quinoline). Reaction conditions: temperature 215 celsius. The product is CSC1=CC=C2C=CNC2=C1 (6-Methylsulfanyl-1H-indole). Isolated yield 90.6%. As a reaction SMILES: [CH3:1][S:2][C:3]1[CH:11]=[C:10]2[C:6]([CH:7]=[C:8](C(O)=O)[NH:9]2)=[CH:5][CH:4]=1>N1C2C(=CC=CC=2)C=CC=1>[CH3:1][S:2][C:3]1[CH:11]=[C:10]2[C:6]([CH:7]=[CH:8][NH:9]2)=[CH:5][CH:4]=1. Procedure: A mixture of 6-methylsulfanyl-1H-indole-2-carboxylic acid (9.6 g, 46 mmol), Cu powder (2.1 g, 33 mmol) and quinoline (100 ml) was heated at 215° C. for 3 hours. The mixture was cooled to room temperature, filtered through celite, and the filtrate diluted with H2O (500 mL). The cooled mixture was acidified with concentrated HCl (pH=1), and extracted with EtOAc. The organic fraction was washed with saturated NaCl solution, dried over MgSO4, filtered and evaporated to give of 6-Methylsulfanyl-1H-in... Reactants: O=C1NN=C(C=C1C(=O)N)C1=CC=CC=C1 (2,3-dihydro-3-oxo-6-phenyl-4-pyridazinecarboxamide). Solvent: C(C)(=O)OC(C)=O (acetic anhydride). The product is O=C1NN=C(C=C1C#N)C1=CC=CC=C1 (2,3-dihydro-3-oxo-6-phenyl-4-pyridazinecarbonitrile). As a reaction SMILES: [O:1]=[C:2]1[C:7]([C:8]([NH2:10])=O)=[CH:6][C:5]([C:11]2[CH:16]=[CH:15][CH:14]=[CH:13][CH:12]=2)=[N:4][NH:3]1>C(OC(=O)C)(=O)C>[O:1]=[C:2]1[C:7]([C:8]#[N:10])=[CH:6][C:5]([C:11]2[CH:16]=[CH:15][CH:14]=[CH:13][CH:12]=2)=[N:4][NH:3]1. Reported procedure: A mixture of 2,3-dihydro-3-oxo-6-phenyl-4-pyridazinecarboxamide (4.2 g) in 100 ml of acetic anhydride is heated under reflux for 6 hours. The acetic anhydride is removed by distillation and the residue is partitioned between ammonium hydroxide solution and dichloromethane. The dichloromethane layer is separated and concentrated on the rotary evaporator and the residue is recrystallized from ethanol to give 2,3-dihydro-3-oxo-6-phenyl-4-pyridazinecarbonitrile.